From a dataset of the Open Reaction Database (ORD), a public repository of structured organic reaction records. describe an organic reaction: reactants, conditions, products, and yield Reactants: C(#N)C1=CC=C(C2=CC=CC=C12)F (1-Cyano-4-fluoronaphthalene), N1CC(CC1)O (3-pyrrolidinol). Solvent: C1(=CC=CC=C1)C (toluene). The product is OC1CN(CC1)C1=CC=C(C2=CC=CC=C12)C#N (4-(3-Hydroxypyrrolidin-1-yl)naphthalene-1-carbonitrile). RXN SMILES: [C:1]([C:3]1[C:12]2[C:7](=[CH:8][CH:9]=[CH:10][CH:11]=2)[C:6](F)=[CH:5][CH:4]=1)#[N:2].[NH:14]1[CH2:18][CH2:17][CH:16]([OH:19])[CH2:15]1>C1(C)C=CC=CC=1>[OH:19][CH:16]1[CH2:17][CH2:18][N:14]([C:6]2[C:7]3[C:12](=[CH:11][CH:10]=[CH:9][CH:8]=3)[C:3]([C:1]#[N:2])=[CH:4][CH:5]=2)[CH2:15]1. Procedure details: 1-Cyano-4-fluoronaphthalene (86 mg, 0.5 mmol) was transferred to a Pyrex tube and 3-pyrrolidinol (162 μL, 2.0 mmol) was added followed by toluene (0.5 mL). The tube was capped and the reaction tube was exposed to microwave irradiation (180° C., 5 min). The reaction mixture was concentrated and purified by re-crystallization with EtOH. Yield: 51 mg (43%).